Dataset: the Open Reaction Database (ORD), a public repository of structured organic reaction records. Task: describe an organic reaction: reactants, conditions, products, and yield The reactants are O=C([O-])O, CCCCc1nc(C)n(CC(O)C2CCCCC2)c(=O)c1Cc1ccc(-c2ccccc2-c2noc(=O)[nH]2)cc1, ClCCl, [Na+], [Na+], [Na+], O=S([O-])([O-])=S. Yields the product CCCCc1nc(C)n(CC(=O)C2CCCCC2)c(=O)c1Cc1ccc(-c2ccccc2-c2noc(=O)[nH]2)cc1. RXN SMILES: [C:41](=[O:42])([O-:43])[OH:44].[CH2:1]([CH2:2][CH2:3][CH3:4])[c:5]1[c:6]([CH2:22][c:23]2[cH:24][cH:25][c:26](-[c:29]3[c:30](-[c:35]4[n:36][o:37][c:38](=[O:40])[nH:39]4)[cH:31][cH:32][cH:33][cH:34]3)[cH:27][cH:28]2)[c:7](=[O:21])[n:8]([CH2:12][CH:13]([OH:14])[CH:15]2[CH2:16][CH2:17][CH2:18][CH2:19][CH2:20]2)[c:9]([CH3:11])[n:10]1.[CH2:53]([Cl:54])[Cl:55].[Na+:45].[Na+:51].[Na+:52].[S:46]([O-:47])([O-:48])(=[O:49])=[S:50]>>[CH2:1]([CH2:2][CH2:3][CH3:4])[c:5]1[c:6]([CH2:22][c:23]2[cH:24][cH:25][c:26](-[c:29]3[c:30](-[c:35]4[n:36][o:37][c:38](=[O:40])[nH:39]4)[cH:31][cH:32][cH:33][cH:34]3)[cH:27][cH:28]2)[c:7](=[O:21])[n:8]([CH2:12][C:13](=[O:14])[CH:15]2[CH2:16][CH2:17][CH2:18][CH2:19][CH2:20]2)[c:9]([CH3:11])[n:10]1. Reagents/catalysts: [Ni] (Raney Nickel). Yield: 56.7%. RXN SMILES: [Si:1]([O:8][C@@H:9]1[C@H:13]([O:14][Si:15]([C:18]([CH3:21])([CH3:20])[CH3:19])([CH3:17])[CH3:16])[C@@H:12]([CH2:22][O:23][CH3:24])[O:11][C@H:10]1[N:25]1[CH:33]=[N:32][C:31]2[C:26]1=[N:27][C:28]([CH2:49][C:50]#[N:51])=[N:29][C:30]=2[NH:34][CH2:35][CH:36]([C:43]1[CH:48]=[CH:47][CH:46]=[CH:45][CH:44]=1)[C:37]1[CH:42]=[CH:41][CH:40]=[CH:39][CH:38]=1)([C:4]([CH3:7])([CH3:6])[CH3:5])([CH3:3])[CH3:2].N.[H][H]>C(O)C.[Ni]>[NH2:51][CH2:50][CH2:49][C:28]1[N:27]=[C:26]2[C:31]([N:32]=[CH:33][N:25]2[C@H:10]2[C@H:9]([O:8][Si:1]([C:4]([CH3:5])([CH3:6])[CH3:7])([CH3:3])[CH3:2])[C@H:13]([O:14][Si:15]([C:18]([CH3:19])([CH3:20])[CH3:21])([CH3:17])[CH3:16])[C@@H:12]([CH2:22][O:23][CH3:24])[O:11]2)=[C:30]([NH:34][CH2:35][CH:36]([C:37]2[CH:38]=[CH:39][CH:40]=[CH:41][CH:42]=2)[C:43]2[CH:48]=[CH:47][CH:46]=[CH:45][CH:44]=2)[N:29]=1. Reaction conditions: time 4 day. Procedure details: A solution of 2-{9-[(2R,3R,4R,5R)-3,4-bis{[tert-butyl(dimethyl)silyl]oxy}-5-(methoxymethyl)tetrahydro-2-furanyl]-6-[(2,2-diphenylethyl)amino]-9H-purin-2-yl}acetonitrile (1.9 g, 2.6 mmol) (preparation 17) in ethanol (40 ml) saturated with ammonia gas was treated with Raney Nickel (400 mg), pressurised to 414 kPa (60 psi) with hydrogen in a sealed vessel and stirred at room temperature for 4 days. The mixture was then filtered through Arbocel (trade mark) and the residue washed with ethanol. The s... Product: NCCC1=NC(=C2N=CN(C2=N1)[C@@H]1O[C@@H]([C@H]([C@H]1O[Si](C)(C)C(C)(C)C)O[Si](C)(C)C(C)(C)C)COC)NCC(C1=CC=CC=C1)C1=CC=CC=C1 (N-{2-(2-Aminoethyl)-9-[(2R,3R,4R,5R)-3,4-bis{[tert-butyl(dimethyl)silyl]oxy}-5-(methoxymethyl)tetrahydro-2-furanyl]-9H-purin-6-yl}-N-(2,2-diphenylethyl)amine). Solvent: C(C)O (ethanol). Starting materials: [H][H] (hydrogen), [Si](C)(C)(C(C)(C)C)O[C@H]1[C@@H](O[C@@H]([C@H]1O[Si](C)(C)C(C)(C)C)COC)N1C2=NC(=NC(=C2N=C1)NCC(C1=CC=CC=C1)C1=CC=CC=C1)CC#N (2-{9-[(2R,3R,4R,5R)-3,4-bis{[tert-butyl(dimethyl)silyl]oxy}-5-(methoxymethyl)tetrahydro-2-furanyl]-6-[(2,2-diphenylethyl)amino]-9H-purin-2-yl}acetonitrile), N (ammonia). Starting materials: [C]=O (carbon monoxide), C1(=CC(=CC(=C1)C)C)C (Mesitylene), C(C)(C)(C)OOC(C)(C)C (di-tert-butyl peroxide), Pd(Xantphos)Cl2, [C]=O (carbon monoxide), C(C)O (ethanol). Reaction conditions: temperature 120 celsius, time 16 hour. The product is CC=1C=C(C=C(C1)C)CC(=O)OCC (ethyl 3,5-dimethylphenylacetate). Yield: 88.6%. As a reaction SMILES: [C:1]1([CH3:9])[CH:6]=[C:5]([CH3:7])[CH:4]=[C:3]([CH3:8])[CH:2]=1.C(O[O:15][C:16]([CH3:19])(C)C)(C)(C)C.[C]=O.[CH2:22]([OH:24])C>>[CH3:9][C:1]1[CH:6]=[C:5]([CH2:7][C:22]([O:15][CH2:16][CH3:19])=[O:24])[CH:4]=[C:3]([CH3:8])[CH:2]=1 |^3:19|. Procedure details: Mesitylene (1.8 g), ethanol (46 mg), di-tert-butyl peroxide (73 mg, 1 equivalent), and Pd(Xantphos)Cl2 (3.8 mg, 1 mol %) were added into a reaction kettle, into which 10 atm carbon monoxide was introduced. The reaction was heated to 120° C., and stirred at this constant temperature for 16 h. After the reaction was completed, carbon monoxide was discharged, and 85 mg ethyl 3,5-dimethylphenylacetate was obtained by column chromatography, in a yield of 89%. 1HNMR (400 MHz, CDCl3) δ 1.24 (t, J=7.2 H... Starting materials: O=C1SC(=CN1)C(=O)OCC (Ethyl (2-oxo-2,3-dihydrothiazol-5-yl)-carboxylate), [OH-].[K+] (potassium hydroxide), 3-bromo-1-propane, C1(=CC=CC=C1)C (toluene). The reagents and catalysts are [Br-].C(CCC)[N+](CCCC)(CCCC)CCCC (tetrabutyl ammonium bromide). Reaction conditions: time 3 hour. Product: O=C1SC(=CN1CC#C)C(=O)OCC (Ethyl [2,3-dihydro-2-oxo-3-(2-propynyl)-thiazol-5-yl]-carboxylate). Reaction SMILES: [O:1]=[C:2]1[NH:6][CH:5]=[C:4]([C:7]([O:9][CH2:10][CH3:11])=[O:8])[S:3]1.[OH-].[K+].[C:14]1(C)[CH:19]=CC=C[CH:15]=1>[Br-].C([N+](CCCC)(CCCC)CCCC)CCC>[O:1]=[C:2]1[N:6]([CH2:19][C:14]#[CH:15])[CH:5]=[C:4]([C:7]([O:9][CH2:10][CH3:11])=[O:8])[S:3]1 |f:1.2,4.5|. Procedure details: A mixture of 8.65 g of the product of Step A in 130 ml of toluene, 2.8 g of potassium hydroxide, 4.5 ml of 3-bromo-1-propane and 1.66 g of tetrabutyl ammonium bromide was heated to 95 C and stirred for 3 hours. The mixture was decanted, washed with N sodium hydroxide, with N hydrochloric acid and with water saturated with sodium chloride, dried and brought to dryness. The residue was chromatographed and elution with a hexane-chloroform-acetone mixture (70-15-15) yielded 4.74 g of the expected pr... Reactants: C([O-])(O)=O.[Na+] (sodium bicarbonate), IC1=CC=C(C=C1)CN1N=C2C(C3=C1N=CC=C3)=NN(C2=O)C2COCCC2 ((±)-5-[(4-Iodophenyl)methyl]-2-(tetrahydro-2H-pyran-3-yl)-2,5-dihydro-3H-pyrazolo[4,3-c]pyrido[3,2-e]pyridazin-3-one), CN[C@H]1[C@@H](CCCC1)NC ((±)-trans-N,N′-dimethylcyclohexane-1,2-diamine), N1N=CC=C1 (pyrazole), P(=O)([O-])([O-])[O-].[K+].[K+].[K+] (potassium phosphate). Reagents/catalysts: [Cu]I (copper(I) iodide). Run in CN(C=O)C (N,N-dimethylformamide). Run at time 1 hour. Yields the product N1(N=CC=C1)C1=CC=C(C=C1)CN1N=C2C(C3=C1N=CC=C3)=NN(C2=O)C2COCCC2 ((±)-5-{[4-(1H-pyrazol-1-yl)phenyl]methyl}-2-(tetrahydro-2H-pyran-3-yl)-2,5-dihydro-3H-pyrazolo[4,3-c]pyrido[3,2-e]pyridazin-3-one). As a reaction SMILES: I[C:2]1[CH:7]=[CH:6][C:5]([CH2:8][N:9]2[C:14]3[N:15]=[CH:16][CH:17]=[CH:18][C:13]=3[C:12]3=[N:19][N:20]([CH:23]4[CH2:28][CH2:27][CH2:26][O:25][CH2:24]4)[C:21](=[O:22])[C:11]3=[N:10]2)=[CH:4][CH:3]=1.[NH:29]1[CH:33]=[CH:32][CH:31]=[N:30]1.P([O-])([O-])([O-])=O.[K+].[K+].[K+].CN[C@@H]1CCCC[C@H]1NC.C(=O)(O)[O-].[Na+]>CN(C)C=O.[Cu]I>[N:29]1([C:2]2[CH:7]=[CH:6][C:5]([CH2:8][N:9]3[C:14]4[N:15]=[CH:16][CH:17]=[CH:18][C:13]=4[C:12]4=[N:19][N:20]([CH:23]5[CH2:28][CH2:27][CH2:26][O:25][CH2:24]5)[C:21](=[O:22])[C:11]4=[N:10]3)=[CH:4][CH:3]=2)[CH:33]=[CH:32][CH:31]=[N:30]1 |f:2.3.4.5,7.8|. Reported procedure: (±)-5-[(4-Iodophenyl)methyl]-2-(tetrahydro-2H-pyran-3-yl)-2,5-dihydro-3H-pyrazolo[4,3-c]pyrido[3,2-e]pyridazin-3-one (50 mg, 0.10 mmol), pyrazole (11 mg, 0.17 mmol, 1.7 equiv), potassium phosphate (71 mg, 0.41 mmol, 4 equiv), (±)-trans-N,N′-dimethylcyclohexane-1,2-diamine (44 mg, 0.31 mmol, 3 equiv) and copper(I) iodide (20 mg, 0.10 mmol, 1 equiv) were combined in degassed N,N-dimethylformamide (2 mL) and placed into a preheated oil bath at 110° C. for 1 hour. The mixture was cooled to ambient t...